From a dataset of the Open Reaction Database (ORD), a public repository of structured organic reaction records. describe an organic reaction: reactants, conditions, products, and yield The reactants are CCCc1cnc(N2CC(SC(c3ccccc3)(c3ccccc3)c3ccccc3)CC2CO)nc1, C1CCOC1, O=C1NC(=O)c2ccccc21, O, c1ccc(P(c2ccccc2)c2ccccc2)cc1. The product is CCCc1cnc(N2CC(SC(c3ccccc3)(c3ccccc3)c3ccccc3)CC2CN2C(=O)c3ccccc3C2=O)nc1. RXN SMILES: [CH2:1]([CH2:2][CH3:3])[c:4]1[cH:5][n:6][c:7]([N:10]2[CH:11]([CH2:35][OH:36])[CH2:12][CH:13]([S:15][C:16]([c:17]3[cH:18][cH:19][cH:20][cH:21][cH:22]3)([c:23]3[cH:24][cH:25][cH:26][cH:27][cH:28]3)[c:29]3[cH:30][cH:31][cH:32][cH:33][cH:34]3)[CH2:14]2)[n:8][cH:9]1.[CH2:68]1[O:69][CH2:70][CH2:71][CH2:72]1.[O:56]=[C:57]1[NH:58][C:59](=[O:60])[c:61]2[cH:62][cH:63][cH:64][cH:65][c:66]21.[OH2:67].[c:37]1([P:38]([c:39]2[cH:40][cH:41][cH:42][cH:43][cH:44]2)[c:45]2[cH:46][cH:47][cH:48][cH:49][cH:50]2)[cH:51][cH:52][cH:53][cH:54][cH:55]1>>[CH2:1]([CH2:2][CH3:3])[c:4]1[cH:5][n:6][c:7]([N:10]2[CH:11]([CH2:35][N:58]3[C:57](=[O:56])[c:66]4[c:61]([cH:62][cH:63][cH:64][cH:65]4)[C:59]3=[O:60])[CH2:12][CH:13]([S:15][C:16]([c:17]3[cH:18][cH:19][cH:20][cH:21][cH:22]3)([c:23]3[cH:24][cH:25][cH:26][cH:27][cH:28]3)[c:29]3[cH:30][cH:31][cH:32][cH:33][cH:34]3)[CH2:14]2)[n:8][cH:9]1.